Dataset: the Open Reaction Database (ORD), a public repository of structured organic reaction records. Task: describe an organic reaction: reactants, conditions, products, and yield The reactants are COc1ccccc1, O=C(O)C(F)(F)F, COC(=O)c1c(F)c(F)c(C2(C(=O)OC(c3ccccc3)c3ccccc3)CC2)c(F)c1F. Yields the product COC(=O)c1c(F)c(F)c(C2(C(=O)O)CC2)c(F)c1F. RXN SMILES: [CH3:41][O:42][c:43]1[cH:44][cH:45][cH:46][cH:47][cH:48]1.[OH:34][C:35]([C:36]([F:37])([F:38])[F:39])=[O:40].[c:1]1([CH:2]([c:3]2[cH:4][cH:5][cH:6][cH:7][cH:28]2)[O:8][C:9](=[O:10])[C:11]2([c:14]3[c:15]([F:27])[c:16]([F:26])[c:17]([C:18](=[O:19])[O:20][CH3:21])[c:22]([F:25])[c:23]3[F:24])[CH2:12][CH2:13]2)[cH:29][cH:30][cH:31][cH:32][cH:33]1>>[O:8]=[C:9]([OH:10])[C:11]1([c:14]2[c:15]([F:27])[c:16]([F:26])[c:17]([C:18](=[O:19])[O:20][CH3:21])[c:22]([F:25])[c:23]2[F:24])[CH2:12][CH2:13]1. Starting materials: CCCCCC, COc1ccccc1, COCC(C)=C(C(=O)OC(c1ccccc1)c1ccccc1)N1CC(NC(=O)COc2ccccc2)C1=O. Yields the product COCC(C)=C(C(=O)O)N1CC(NC(=O)COc2ccccc2)C1=O. As a reaction SMILES: [CH3:39][CH2:40][CH2:41][CH2:42][CH2:43][CH3:44].[CH3:45][O:46][c:47]1[cH:48][cH:49][cH:50][cH:51][cH:52]1.[O:1]([c:2]1[cH:3][cH:4][cH:5][cH:6][cH:7]1)[CH2:8][C:9](=[O:10])[NH:11][CH:12]1[C:13](=[O:38])[N:14]([C:16]([C:17](=[O:18])[O:19][CH:20]([c:21]2[cH:22][cH:23][cH:24][cH:25][cH:26]2)[c:27]2[cH:28][cH:29][cH:30][cH:31][cH:32]2)=[C:33]([CH2:34][O:35][CH3:36])[CH3:37])[CH2:15]1>>[O:1]([c:2]1[cH:3][cH:4][cH:5][cH:6][cH:7]1)[CH2:8][C:9](=[O:10])[NH:11][CH:12]1[C:13](=[O:38])[N:14]([C:16]([C:17](=[O:18])[OH:19])=[C:33]([CH2:34][O:35][CH3:36])[CH3:37])[CH2:15]1. Starting materials: S(=O)(=O)(Cl)Cl (sulfuric chloride), OC1=C(C(=O)OC)C(=CC(=C1)OC)\C=C\C1=CC=CC=C1 (methyl 2-hydroxy-4-methoxy-6-[(E)-styryl]benzoate), 3h. Solvent: C(C)OCC (diethyl ether). Conditions: temperature 0 celsius. The product is OC1=C(C(=O)OC)C(=C(C(=C1)OC)Cl)\C=C\C1=CC=CC=C1 (methyl 2-hydroxy-4-methoxy-5-chloro-6-[(E)-styryl]benzoate). The yield is 85.2%. RXN SMILES: [OH:1][C:2]1[CH:11]=[C:10]([O:12][CH3:13])[CH:9]=[C:8](/[CH:14]=[CH:15]/[C:16]2[CH:21]=[CH:20][CH:19]=[CH:18][CH:17]=2)[C:3]=1[C:4]([O:6][CH3:7])=[O:5].S(Cl)([Cl:25])(=O)=O>C(OCC)C>[OH:1][C:2]1[CH:11]=[C:10]([O:12][CH3:13])[C:9]([Cl:25])=[C:8](/[CH:14]=[CH:15]/[C:16]2[CH:17]=[CH:18][CH:19]=[CH:20][CH:21]=2)[C:3]=1[C:4]([O:6][CH3:7])=[O:5]. Procedure details: Dissolve compound 7 (12 g, 0.042 mol) in anhydrous diethyl ether (150 ml), dropwise add in sulfuric chloride (11.2 g, 0.084 mol) at room temperature, when addition finishes, reflux the mixture for 3h, after completion of the reaction, cool the reaction mixture to 0° C., filter out the white solid precipitation to obtain the target product as a white solid (11.4 g, 85%). 1H NMR (400 MHz, CDCl3): 3.82 (s, 3H), 3.94 (s, 3H), 6.48 (d, J=16.0 Hz, 1H), 6.52 (s, 1H), 7.20 (d, J=16.0 Hz, 1H), 7.30 (t, J... Starting materials: CCN=C=NCCCN(C)C (EDCI), C1=CC=C2C(=C1)N=NN2O.O (HOBT monohydrate), C(C)(C)(C1=CC=CC=C1)N (cumylamine), ClC=1C=C(C(=O)O)C=CC1OC (3-chloro-4-methoxybenzoic acid). Solvent: CN(C)C=O (DMF), O (water). Yields the product ClC=1C=C(C(=O)NC(C)(C2=CC=CC=C2)C)C=CC1OC (3-chloro-4-methoxy-N-(1-methyl-1-phenylethyl)benzamide). Yield: 97.6%. RXN SMILES: [Cl:1][C:2]1[CH:3]=[C:4]([CH:8]=[CH:9][C:10]=1[O:11][CH3:12])[C:5]([OH:7])=O.CCN=C=NCCCN(C)C.C1C=C2N=NN(O)C2=CC=1.O.[C:35]([NH2:44])([C:38]1[CH:43]=[CH:42][CH:41]=[CH:40][CH:39]=1)([CH3:37])[CH3:36]>CN(C=O)C.O>[Cl:1][C:2]1[CH:3]=[C:4]([CH:8]=[CH:9][C:10]=1[O:11][CH3:12])[C:5]([NH:44][C:35]([CH3:37])([C:38]1[CH:43]=[CH:42][CH:41]=[CH:40][CH:39]=1)[CH3:36])=[O:7] |f:2.3|. Procedure details: In a similar manner to Step 1 of Example 137, 3-chloro-4-methoxybenzoic acid (1.00 g, 5.36 mmol) was dissolved in DMF (20 mL), and the solution was treated with EDCI (2.06 g, 10.7 mmol), HOBT monohydrate (724 mg, 5.36 mmol) and cumylamine (1.54 mL, 10.7 mmol). The reaction mixture was added with water. The precipitated solid was collected by filtration and washed with water, followed by drying under reduced pressure to obtain 3-chloro-4-methoxy-N-(1-methyl-1-phenylethyl)benzamide (1.59 g, yield ... Starting materials: ClC1=C(C=CC2=C1C(N1[C@H](C=3N2C=NC3C(N)=NO)CC1)=O)F ((S)-8-chloro-7-fluoro-9-oxo-12,12a-dihydro-9H,11H-azeto[2,1-c]imidazo[1,5-a][1,4]benzodiazepine-1-carboxamidoxime), ClCC(=O)OC(CCl)=O (chloroacetic anhydride). Run in CN(C=O)C (N,N-dimethylformamide). Product: ClC1=C(C=CC2=C1C(N1[C@H](C=3N2C=NC3C3=NOC(=N3)CCl)CC1)=O)F ((S)-8-chloro-1-(5-chloromethyl-1,2,4-oxadiazol-3-yl)-7-fluoro-12,12a-dihydro-9H,11H-azeto[2,1-c]imidazo[1,5-a][1,4]benzodiazepin-9-one). The yield is 26.2%. As a reaction SMILES: [Cl:1][C:2]1[C:7]2[C:8](=[O:22])[N:9]3[CH2:21][CH2:20][C@H:10]3[C:11]3[N:12]([CH:13]=[N:14][C:15]=3[C:16](=[N:18][OH:19])[NH2:17])[C:6]=2[CH:5]=[CH:4][C:3]=1[F:23].[Cl:24][CH2:25][C:26](OC(=O)CCl)=O>CN(C)C=O>[Cl:1][C:2]1[C:7]2[C:8](=[O:22])[N:9]3[CH2:21][CH2:20][C@H:10]3[C:11]3[N:12]([CH:13]=[N:14][C:15]=3[C:16]3[N:17]=[C:26]([CH2:25][Cl:24])[O:19][N:18]=3)[C:6]=2[CH:5]=[CH:4][C:3]=1[F:23]. Procedure details: 6.24 g (18.2 mmol) of (S)-8-chloro-7-fluoro-9-oxo-12,12a-dihydro-9H,11H-azeto[2,1-c]imidazo[1,5-a][1,4]benzodiazepine-1-carboxamidoxime were stirred with 3.43 g (20 mmol) of chloroacetic anhydride and 40 ml of N,N-dimethylformamide at room temperature for 60 hours and at 105° for 2.5 hours. By evaporation of the reaction mixture and chromatography of the residue on silica gel while eluting with methylene chloride/methanol 19/1 there were obtained 1.88 g (26%) of (S)-8-chloro-1-(5-chloromethyl-1,...